From a dataset of the Open Reaction Database (ORD), a public repository of structured organic reaction records. describe an organic reaction: reactants, conditions, products, and yield Starting materials: CCOC(=O)c1cc2cccc(Br)c2o1, O=C([O-])[O-], CC(C)c1cc(C(C)C)c(-c2ccccc2P(C2CCCCC2)C2CCCCC2)c(C(C)C)c1, [Cs+], [Cs+], CC(=O)N1CCc2cc(CCN3CCNCC3)ccc21, O=C(C=Cc1ccccc1)C=Cc1ccccc1, O=C(C=Cc1ccccc1)C=Cc1ccccc1, O=C(C=Cc1ccccc1)C=Cc1ccccc1, [Pd], [Pd]. The product is CCOC(=O)c1cc2cccc(N3CCN(CCc4ccc5c(c4)CCN5C(C)=O)CC3)c2o1. Reaction SMILES: [Br:41][c:42]1[cH:43][cH:44][cH:45][c:46]2[cH:47][c:48]([C:51](=[O:52])[O:53][CH2:54][CH3:55])[o:49][c:50]12.[C:1](=[O:2])([O-:3])[O-:4].[CH:7]1([P:8]([CH:9]2[CH2:10][CH2:11][CH2:12][CH2:13][CH2:14]2)[c:15]2[cH:16][cH:17][cH:18][cH:19][c:20]2-[c:21]2[c:22]([CH:23]([CH3:24])[CH3:25])[cH:26][c:27]([CH:28]([CH3:29])[CH3:30])[cH:31][c:32]2[CH:33]([CH3:34])[CH3:35])[CH2:36][CH2:37][CH2:38][CH2:39][CH2:40]1.[Cs+:5].[Cs+:6].[N:56]1([CH2:62][CH2:63][c:64]2[cH:65][c:66]3[c:70]([cH:71][cH:72]2)[N:69]([C:73]([CH3:74])=[O:75])[CH2:68][CH2:67]3)[CH2:57][CH2:58][NH:59][CH2:60][CH2:61]1.[O:114]=[C:115]([CH:116]=[CH:117][c:118]1[cH:119][cH:120][cH:121][cH:122][cH:123]1)[CH:124]=[CH:125][c:126]1[cH:127][cH:128][cH:129][cH:130][cH:131]1.[O:78]=[C:79]([CH:80]=[CH:81][c:82]1[cH:83][cH:84][cH:85][cH:86][cH:87]1)[CH:88]=[CH:89][c:90]1[cH:91][cH:92][cH:93][cH:94][cH:95]1.[O:96]=[C:97]([CH:98]=[CH:99][c:100]1[cH:101][cH:102][cH:103][cH:104][cH:105]1)[CH:106]=[CH:107][c:108]1[cH:109][cH:110][cH:111][cH:112][cH:113]1.[Pd:76].[Pd:77]>>[c:42]1([N:59]2[CH2:58][CH2:57][N:56]([CH2:62][CH2:63][c:64]3[cH:65][c:66]4[c:70]([cH:71][cH:72]3)[N:69]([C:73]([CH3:74])=[O:75])[CH2:68][CH2:67]4)[CH2:61][CH2:60]2)[cH:43][cH:44][cH:45][c:46]2[cH:47][c:48]([C:51](=[O:52])[O:53][CH2:54][CH3:55])[o:49][c:50]12. The reactants are C(C1=CC=CC=C1)OC[C@@H](C(=O)NCCC#N)NC(OC(C)(C)C)=O (tert-butyl {(2S)-3-(benzyloxy)-1-[(2-cyanoethyl)amino]-1-oxopropan-2-yl}carbamate), C1(=CC=CC=C1)P(C1=CC=CC=C1)C1=CC=CC=C1 (triphenylphosphine), N(=NC(=O)OC(C)C)C(=O)OC(C)C (diisopropyl azodicarboxylate), C[Si](C)(C)N=[N+]=[N-] (trimethylsilyl azide). Product: C(C1=CC=CC=C1)OC[C@@H](C1=NN=NN1CCC#N)NC(OC(C)(C)C)=O (tert-butyl {(1R)-2-(benzyloxy)-1-[1-(2-cyanoethyl)-1H-tetrazol-5-yl]ethyl}carbamate). RXN SMILES: [CH2:1]([O:8][CH2:9][C@H:10]([NH:18][C:19](=[O:25])[O:20][C:21]([CH3:24])([CH3:23])[CH3:22])[C:11]([NH:13][CH2:14][CH2:15][C:16]#[N:17])=O)[C:2]1[CH:7]=[CH:6][CH:5]=[CH:4][CH:3]=1.C1(P(C2C=CC=CC=2)C2C=CC=CC=2)C=CC=CC=1.N(C(OC(C)C)=O)=NC(OC(C)C)=O.C[Si]([N:63]=[N+:64]=[N-:65])(C)C>C(#N)C>[CH2:1]([O:8][CH2:9][C@H:10]([NH:18][C:19](=[O:25])[O:20][C:21]([CH3:24])([CH3:23])[CH3:22])[C:11]1[N:13]([CH2:14][CH2:15][C:16]#[N:17])[N:65]=[N:64][N:63]=1)[C:2]1[CH:7]=[CH:6][CH:5]=[CH:4][CH:3]=1. The solvent is C(C)#N (acetonitrile). Reaction conditions: time 22 hour. Reported procedure: To a mixture of 410 mg of tert-butyl {(2S)-3-(benzyloxy)-1-[(2-cyanoethyl)amino]-1-oxopropan-2-yl}carbamate, 400 mg of triphenylphosphine, and 10 ml of acetonitrile were added 310 μl of diisopropyl azodicarboxylate and 210 μl of trimethylsilyl azide under ice-cooling, followed by stirring at room temperature for 22 hours. The reaction mixture was concentrated under reduced pressure and the obtained residue was purified by silica gel column chromatography to obtain 280 mg of tert-butyl {(1R)-2-(b... The reactants are C(C)N(CCCNC1=NC2=CC=CC=C2C(=N1)NC1CCNCC1)CC (N2-(3-(diethylamino)propyl)-N4-(piperidin-4-yl)quinazoline-2,4-diamine), CN(CCCNC1=NC2=CC=CC=C2C(=N1)NC1CCNCC1)C (N2-(3-(Dimethylamino)propyl)-N4-(piperidin-4-yl)quinazoline-2,4-diamine), N1(C=CC=C1)C1=C(C=O)C=CC=C1 (2-(1H-pyrrol-1-yl)benzaldehyde), [BH3-]C#N.[Na+] (NaCNBH3). The reagents and catalysts are [Cl-].[Cl-].[Zn+2] (ZnCl2). Solvent: CO (MeOH). Conditions: time 8 hour. Yields the product N1(C=CC=C1)C1=C(CN2CCC(CC2)NC2=NC(=NC3=CC=CC=C23)NCCCN(CC)CC)C=CC=C1 (N4-(1-(2-(1H-Pyrrol-1-yl)benzyl)piperidin-4-yl)-N2-(3-(diethylamino)propyl)quinazoline-2,4-diamine). As a reaction SMILES: [CH2:1]([N:3]([CH2:25][CH3:26])[CH2:4][CH2:5][CH2:6][NH:7][C:8]1[N:17]=[C:16]([NH:18][CH:19]2[CH2:24][CH2:23][NH:22][CH2:21][CH2:20]2)[C:15]2[C:10](=[CH:11][CH:12]=[CH:13][CH:14]=2)[N:9]=1)[CH3:2].CN(C)CCCNC1N=C(NC2CCNCC2)C2C(=CC=CC=2)N=1.[N:51]1([C:56]2[CH:63]=[CH:62][CH:61]=[CH:60][C:57]=2[CH:58]=O)[CH:55]=[CH:54][CH:53]=[CH:52]1.[BH3-]C#N.[Na+]>CO.[Cl-].[Cl-].[Zn+2]>[N:51]1([C:56]2[CH:63]=[CH:62][CH:61]=[CH:60][C:57]=2[CH2:58][N:22]2[CH2:23][CH2:24][CH:19]([NH:18][C:16]3[C:15]4[C:10](=[CH:11][CH:12]=[CH:13][CH:14]=4)[N:9]=[C:8]([NH:7][CH2:6][CH2:5][CH2:4][N:3]([CH2:1][CH3:2])[CH2:25][CH3:26])[N:17]=3)[CH2:20][CH2:21]2)[CH:52]=[CH:53][CH:54]=[CH:55]1 |f:3.4,6.7.8|. Reported procedure: A solution of 56 mg (0.155 mmol) N2-(3-(diethylamino)propyl)-N4-(piperidin-4-yl)quinazoline-2,4-diamine (prepared analogously to Compound 129) 2-(1H-pyrrol-1-yl)benzaldehyde (27 mg, 0.157 mmol), NaCNBH3 (10 mg, 0.160 mmol) and ZnCl2 (11 mg, 0.08 mmol) in MeOH (1 ml) was stirred at room temperature overnight to obtain the target compound. Reactants: Grignard reagent, C(C=CC)Cl (crotyl chloride), [Mg] (magnesium), ice, [Cl-].[Na+] (sodium chloride), C(C)(=O)N1CCC(CC1)=O (1-acetyl-4-piperidone), saturated aqueous solution. The solvent is CCOCC (ether), O1CCCC1 (tetrahydrofuran). Run at time 8 hour. The product is C(C)(=O)N1CCC(CC1)(C(C=C)C)O (1-acetyl-4-hydroxy-4-(1-methyl-2-propenyl)piperidine). Reaction SMILES: [C:1]([N:4]1[CH2:9][CH2:8][C:7](=[O:10])[CH2:6][CH2:5]1)(=[O:3])[CH3:2].[CH2:11](Cl)[CH:12]=[CH:13][CH3:14].[Mg].[Cl-].[Na+]>CCOCC.O1CCCC1>[C:1]([N:4]1[CH2:9][CH2:8][C:7]([OH:10])([CH:13]([CH3:14])[CH:12]=[CH2:11])[CH2:6][CH2:5]1)(=[O:3])[CH3:2] |f:3.4|. Reported procedure: To a solution of 1.94 g 1-acetyl-4-piperidone in a mixture of ether (80 ml) and tetrahydrofuran (40 ml), was added dropwise at 10° C. or lower 275 ml of a 0.5M Grignard reagent prepared by the usual way from crotyl chloride and magnesium, and the resulting mixture was stirred overnight at room temperature. To the ice-cooled reaction mixture, was slowly added 100 ml of saturated aqueous solution of sodium chloride, and the layers were separated. The aqueous layer was extracted with chloroform, th... Reactants: Fc1ccc2[nH]ccc2c1, OCC1CCC2CN(c3ncccn3)CCN2C1. Product: Fc1ccc2c(ccn2CC2CCC3CN(c4ncccn4)CCN3C2)c1. RXN SMILES: [F:19][c:20]1[cH:21][c:22]2[cH:23][cH:24][nH:25][c:26]2[cH:27][cH:28]1.[OH:1][CH2:2][CH:3]1[CH2:4][CH2:5][CH:6]2[N:7]([CH2:8][CH2:9][N:10]([c:12]3[n:13][cH:14][cH:15][cH:16][n:17]3)[CH2:11]2)[CH2:18]1>>[CH2:2]([CH:3]1[CH2:4][CH2:5][CH:6]2[N:7]([CH2:8][CH2:9][N:10]([c:12]3[n:13][cH:14][cH:15][cH:16][n:17]3)[CH2:11]2)[CH2:18]1)[n:25]1[cH:24][cH:23][c:22]2[cH:21][c:20]([F:19])[cH:28][cH:27][c:26]21.